Dataset: the Open Reaction Database (ORD), a public repository of structured organic reaction records. Task: describe an organic reaction: reactants, conditions, products, and yield Starting materials: BrC(Br)(Br)Br, CC(O)C1CCN(C(=O)OC(C)(C)C)CC1, ClCCl, c1ccc(P(c2ccccc2)c2ccccc2)cc1. Yields the product CC(Br)C1CCN(C(=O)OC(C)(C)C)CC1. RXN SMILES: [C:17]([Br:18])([Br:19])([Br:20])[Br:21].[C:1]([CH3:2])([CH3:3])([CH3:4])[O:5][C:6](=[O:7])[N:8]1[CH2:9][CH2:10][CH:11]([CH:14]([CH3:15])[OH:16])[CH2:12][CH2:13]1.[Cl:41][CH2:42][Cl:43].[c:22]1([P:23]([c:24]2[cH:25][cH:26][cH:27][cH:28][cH:29]2)[c:30]2[cH:31][cH:32][cH:33][cH:34][cH:35]2)[cH:36][cH:37][cH:38][cH:39][cH:40]1>>[C:1]([CH3:2])([CH3:3])([CH3:4])[O:5][C:6](=[O:7])[N:8]1[CH2:9][CH2:10][CH:11]([CH:14]([CH3:15])[Br:18])[CH2:12][CH2:13]1. Starting materials: ClC1=NC=C(C(=N1)NC1=CC2=C(C=C1)OCCO2)F (2-chloro-N4-(3,4-ethylenedioxyphenyl)-5-fluoro-4-pyrimidineamine), Cl.NC=1C(=CC(=CC1)O)C (4-amino-m-cresol hydrogenchloride salt), C(C)(C)N(CC)C(C)C (diisopropylethylamine). Yields the product C1OC=2C=C(C=CC2OC1)N(C1=NC(=NC=C1F)N)C1=CC(=CC(=C1)C)O (N4-(3,4-ethylenedioxyphenyl)-5-fluoro-N4-(3-hydroxy-5-methylphenyl)-2,4-pyrimidinediamine). As a reaction SMILES: Cl[C:2]1[N:7]=[C:6]([NH:8][C:9]2[CH:14]=[CH:13][C:12]3[O:15][CH2:16][CH2:17][O:18][C:11]=3[CH:10]=2)[C:5]([F:19])=[CH:4][N:3]=1.Cl.N[C:22]1[C:23]([CH3:29])=[CH:24][C:25]([OH:28])=[CH:26][CH:27]=1.C([N:33](C(C)C)CC)(C)C>>[CH2:17]1[CH2:16][O:15][C:12]2[CH:13]=[CH:14][C:9]([N:8]([C:27]3[CH:22]=[C:23]([CH3:29])[CH:24]=[C:25]([OH:28])[CH:26]=3)[C:6]3[C:5]([F:19])=[CH:4][N:3]=[C:2]([NH2:33])[N:7]=3)=[CH:10][C:11]=2[O:18]1 |f:1.2|. Reported procedure: In like manner to the preparation of 5-fluoro-N4-(3-hydroxyphenyl)-N2-[4-(3-phenyl-1,2,4-oxadiazol-5-yl)methyleneoxyphenyl]-2,4-pyrimidinediamine, 2-chloro-N4-(3,4-ethylenedioxyphenyl)-5-fluoro-4-pyrimidineamine, 4-amino-m-cresol hydrogenchloride salt, and diisopropylethylamine were reacted to provide N4-(3,4-ethylenedioxyphenyl)-5-fluoro-N4-(3-hydroxy-5-methylphenyl)-2,4-pyrimidinediamine.